Task: describe an organic reaction: reactants, conditions, products, and yield. Dataset: the Open Reaction Database (ORD), a public repository of structured organic reaction records The reactants are [N+](=O)([O-])C=1C=CC2=C(SCCN2)C1 (7-nitro-3,4-dihydro-2H-benzo[b][1,4]thiazine), Cl.ClCCN1CCCC1 (1-(2-chloroethyl)pyrrolidine hydrochloride). Reagents/catalysts: [N+](CCCC)(CCCC)(CCCC)CCCC.[Br-] (nBu4NBr). Solvent: C(Cl)Cl (CH2Cl2), O (water), C(Cl)Cl (CH2Cl2), [OH-].[Na+] (NaOH). Conditions: time 16 hour. Yields the product N (NH3), [N+](=O)([O-])C=1C=CC2=C(SCCN2CCN2CCCC2)C1 (7-nitro-4-(2-(pyrrolidin-1-yl)ethyl)-3,4-dihydro-2H-benzo[b][1,4]thiazine). Isolated yield 84.2%. As a reaction SMILES: [N+:1]([C:4]1[CH:5]=[CH:6][C:7]2[NH:12][CH2:11][CH2:10][S:9][C:8]=2[CH:13]=1)([O-:3])=[O:2].Cl.Cl[CH2:16][CH2:17][N:18]1[CH2:22][CH2:21][CH2:20][CH2:19]1>[N+](CCCC)(CCCC)(CCCC)CCCC.[Br-].C(Cl)Cl.[OH-].[Na+].O>[NH3:1].[N+:1]([C:4]1[CH:5]=[CH:6][C:7]2[N:12]([CH2:16][CH2:17][N:18]3[CH2:22][CH2:21][CH2:20][CH2:19]3)[CH2:11][CH2:10][S:9][C:8]=2[CH:13]=1)([O-:3])=[O:2] |f:1.2,3.4,6.7|. Procedure details: A mixture of 7-nitro-3,4-dihydro-2H-benzo[b][1,4]thiazine (1 g, 5.10 mmol), 1-(2-chloroethyl)pyrrolidine hydrochloride (1.734 g, 10.19 mmol), and nBu4NBr (0.082 g, 0.255 mmol) in CH2Cl2 (10 mL) and 50% NaOH solution (10 mL) was stirred at room temperature for 16 hours. The mixture was diluted with CH2Cl2 (25 mL) and water (50 mL). The mixture was transferred to a separatory funnel, and the layers were separated. The aqueous layer was extracted in CH2Cl2 (2×25 mL). The combined organic layers wer... Starting materials: N1(CCOCC1)C=1C=C(C(C=O)=CC1)O (4-(4-morpholinyl)-salicylaldehyde), C1(=CC=CC=C1)[Li] (phenyllithium), product. Yields the product OC1=C(C=CC(=C1)N1CCOCC1)C(=O)C1=CC=CC=C1 (1-(2-Hydroxy-4-morpholin-4-yl-phenyl)-1-phenyl-methanone). RXN SMILES: [N:1]1([C:7]2[CH:8]=[C:9]([OH:15])[C:10](=[CH:13][CH:14]=2)[CH:11]=[O:12])[CH2:6][CH2:5][O:4][CH2:3][CH2:2]1.[C:16]1([Li])[CH:21]=[CH:20][CH:19]=[CH:18][CH:17]=1>>[OH:15][C:9]1[CH:8]=[C:7]([N:1]2[CH2:2][CH2:3][O:4][CH2:5][CH2:6]2)[CH:14]=[CH:13][C:10]=1[C:11]([C:16]1[CH:21]=[CH:20][CH:19]=[CH:18][CH:17]=1)=[O:12]. Procedure: Following the procedure for preparing Example 34, 4-(4-morpholinyl)-salicylaldehyde (1.0 g, 5 mmol) and phenyllithium (1.8 M solution in tetrahydrofuran, 6.0 mL, 11 mmol) were converted to the product (387 mg, 28%). Reactants: C(C)(=O)OC1=C(C2=C(OC=C2C2=CC=C(C=C2)C(C)C)C2=CC=CC=C12)C (3-(4-isopropylphenyl)-4-methylnaphtho[1,2-b]furan-5-yl acetate). The solvent is CCCCCC.C(C)(=O)OCC (hexane ethyl acetate). Product: C(C)(=O)OC1=C(C2=C(OCC2C2=CC=C(C=C2)C(C)C)C2=CC=CC=C12)C (3-(4-Isopropylphenyl)-4-methyl-2,3-dihydronaphtho[1,2-b]furan-5-yl acetate). Yield: 74.0%. RXN SMILES: [C:1]([O:4][C:5]1[C:26]2[C:21](=[CH:22][CH:23]=[CH:24][CH:25]=2)[C:8]2[O:9][CH:10]=[C:11]([C:12]3[CH:17]=[CH:16][C:15]([CH:18]([CH3:20])[CH3:19])=[CH:14][CH:13]=3)[C:7]=2[C:6]=1[CH3:27])(=[O:3])[CH3:2]>CCCCCC.C(OCC)(=O)C>[C:1]([O:4][C:5]1[C:26]2[C:21](=[CH:22][CH:23]=[CH:24][CH:25]=2)[C:8]2[O:9][CH2:10][CH:11]([C:12]3[CH:13]=[CH:14][C:15]([CH:18]([CH3:20])[CH3:19])=[CH:16][CH:17]=3)[C:7]=2[C:6]=1[CH3:27])(=[O:3])[CH3:2] |f:1.2|. Procedure details: Using 3-(4-isopropylphenyl)-4-methylnaphtho[1,2-b]furan-5-yl acetate obtained in Reference Example 195, the title compound was synthesized in the same manner as in Reference Example 199. Yield 74%. Melting point: 109-110° C. (hexane-ethyl acetate). Reactants: formula XXXII, C1(CCCCC1)N=C=NC1CCCCC1 (dicyclohexylcarbodiimide), C(C)O (ethanol). The product is CN(C)C1=NC=CC=C1 (dimethylaminopyridine). Reaction SMILES: [CH:1]1([N:7]=[C:8]=[N:9][CH:10]2[CH2:15][CH2:14][CH2:13]CC2)CCCCC1.[CH2:16](O)C>>[CH3:16][N:7]([C:8]1[CH:13]=[CH:14][CH:15]=[CH:10][N:9]=1)[CH3:1]. Procedure details: Alternatively, a compound of the formula XXXII may be esterified by reaction with ethanol in the presence of dicyclohexylcarbodiimide and a catalyst such as dimethylaminopyridine to give a compound of the formula ##STR73## Reported procedure: 26.3 g (0.12 mol) of 8-chloro-1,2,3,4,5,6-hexahydrobenzo[f]quinoline dissolved in 3 l of methylene chloride were added to a solution of 4.75 g (0.03 mol) of potassium permanganate and 514 g (2.4 mol) of sodium periodate in 12 l of water, 3.00 g (0.013 mol) of benzyltriethylammonium chloride were added thereto and the mixture was stirred at room temperature overnight. The mixture was filtered over Dicalit and extracted with methylene chloride. Drying with sodium sulphate, distillation of the solv... Starting materials: ClC1=CC2=C(C=3CCCNC3CC2)C=C1 (8-chloro-1,2,3,4,5,6-hexahydrobenzo[f]quinoline), [Mn](=O)(=O)(=O)[O-].[K+] (potassium permanganate), I(=O)(=O)(=O)[O-].[Na+] (sodium periodate), O (water). Reaction SMILES: [Cl:1][C:2]1[CH:15]=[CH:14][C:5]2[C:6]3[CH2:7][CH2:8][CH2:9][NH:10][C:11]=3[CH2:12][CH2:13][C:4]=2[CH:3]=1.[Mn]([O-])(=O)(=O)=[O:17].[K+].I([O-])(=O)(=O)=O.[Na+].[OH2:28]>C(Cl)Cl.[Cl-].C([N+](CC)(CC)CC)C1C=CC=CC=1>[Cl:1][C:2]1[CH:15]=[CH:14][C:5]2[C:6](=[O:17])[CH2:7][CH2:8][CH2:9][NH:10][C:11](=[O:28])[CH2:12][CH2:13][C:4]=2[CH:3]=1 |f:1.2,3.4,7.8|. Yields the product ClC1=CC2=C(C(CCCNC(CC2)=O)=O)C=C1 (11-chloro-1,2,4,5,6,7-hexahydro-4-benzazecine-3,8-dione). Solvent: C(Cl)Cl (methylene chloride). Reagents/catalysts: [Cl-].C(C1=CC=CC=C1)[N+](CC)(CC)CC (benzyltriethylammonium chloride). Reaction conditions: time 8 hour. Reactants: BrC1=C(C=CC=C1)NC=C(C(=O)OCC)C(C)=O (ethyl 2-(((2-bromophenyl)amino) methylene)-3-oxobutanoate). Run in C1=CC=C(C=C1)C2=CC=CC=C2.C1=CC=C(C=C1)OC2=CC=CC=C2 (Dowtherm). Run at temperature 250 celsius, time 1 hour. The product is C(C)(=O)C1=CNC2=C(C=CC=C2C1=O)Br (3-acetyl-8-bromoquinolin-4(1H)-one). Yield: 69.2%. RXN SMILES: [Br:1][C:2]1[CH:7]=[CH:6][CH:5]=[CH:4][C:3]=1[NH:8][CH:9]=[C:10]([C:16](=[O:18])[CH3:17])[C:11]([O:13]CC)=O>C1C=CC(C2C=CC=CC=2)=CC=1.C1C=CC(OC2C=CC=CC=2)=CC=1>[C:16]([C:10]1[C:11](=[O:13])[C:4]2[C:3](=[C:2]([Br:1])[CH:7]=[CH:6][CH:5]=2)[NH:8][CH:9]=1)(=[O:18])[CH3:17] |f:1.2|. Procedure details: To Dowtherm (20 ml) at apx 200° C. was added solid ethyl 2-(((2-bromophenyl)amino) methylene)-3-oxobutanoate (3 g, 9.61 mmol). The reaction was heated to 250° C. and stirred for 1 h. LCMS showed consumption of starting material and formation of desired product along with an unknown biproduct of lower mass. The reaction was allowed to cool to room temperature and was them poured into 150 mL of hexanes. The mixture was stirred for 15 min, then the precipitate was collected by filtration and dried ... Starting materials: 51, BrCC(=O)C=1SC=CC1 (2-bromo-1-(2-thienyl)ethanone), CC1=CN=C(S1)N (5-methyl-2-thiazolamine). Run in C(C)#N (acetonitrile). Reaction conditions: time 1 hour. As a reaction SMILES: [Br:1][CH2:2][C:3]([C:5]1[S:6][CH:7]=[CH:8][CH:9]=1)=[O:4].[CH3:10][C:11]1[S:15][C:14]([NH2:16])=[N:13][CH:12]=1>C(#N)C>[BrH:1].[NH:16]=[C:14]1[N:13]([CH2:2][C:3]([C:5]2[S:6][CH:7]=[CH:8][CH:9]=2)=[O:4])[CH:12]=[C:11]([CH3:10])[S:15]1 |f:3.4|. Product: 54, Br.N=C1SC(=CN1CC(=O)C=1SC=CC1)C (2-(2,3-dihydro-2-imino-5-methyl-3-thiazolyl)-1-(2-thienyl)ethanone hydrobromide). Procedure details: A mixture of 51 parts of 2-bromo-1-(2-thienyl)ethanone, 28.5 parts of 5-methyl-2-thiazolamine and 240 parts of acetonitrile was stirred for 1 hour while heating on a waterbath. After cooling, the precipitate was filtered off, washed with ethanol and dried in vacuo, yielding 54 parts of 2-(2,3-dihydro-2-imino-5-methyl-3-thiazolyl)-1-(2-thienyl)ethanone hydrobromide; mp. 207.5°-208° C. (interm. 56). Reactants: Cc1cnc(N2CCN(C(=O)OC(C)(C)C)CC2)c(C)c1, CCOC(C)=O, CCOC(C)=O, ClC(Cl)Cl, Cl. Yields the product Cl, Cc1cnc(N2CCNCC2)c(C)c1. RXN SMILES: [C:1]([O:2][C:3](=[O:4])[N:8]1[CH2:9][CH2:10][N:11]([c:14]2[n:15][cH:16][c:17]([CH3:21])[cH:18][c:19]2[CH3:20])[CH2:12][CH2:13]1)([CH3:5])([CH3:6])[CH3:7].[C:22]([O:23][CH2:24][CH3:25])(=[O:26])[CH3:27].[CH3:29][CH2:30][O:31][C:32](=[O:33])[CH3:34].[CH:35]([Cl:36])([Cl:37])[Cl:38].[ClH:28]>>[ClH:28].[NH:8]1[CH2:9][CH2:10][N:11]([c:14]2[n:15][cH:16][c:17]([CH3:21])[cH:18][c:19]2[CH3:20])[CH2:12][CH2:13]1. Reactants: COC(CC1=C(N(C2=CC=CC=C12)CC1=C(C=C(C=C1)S(=O)(=O)C)C(F)(F)F)C)=O ([1-(4-methanesulfonyl-2-trifluoromethyl-benzyl)-2-methyl-1H-indol-3-yl]-acetic acid methyl ester), C1CCOC1 (THF), [OH-].[Na+] (NaOH). Solvent: CO (MeOH). Run at time 16 hour. Yields the product CS(=O)(=O)C1=CC(=C(CN2C(=C(C3=CC=CC=C23)CC(=O)O)C)C=C1)C(F)(F)F ([1-(4-methanesulfonyl-2-trifluoromethyl-benzyl)-2-methyl-1H-indol-3-yl]-acetic acid). RXN SMILES: C[O:2][C:3](=[O:30])[CH2:4][C:5]1[C:13]2[C:8](=[CH:9][CH:10]=[CH:11][CH:12]=2)[N:7]([CH2:14][C:15]2[CH:20]=[CH:19][C:18]([S:21]([CH3:24])(=[O:23])=[O:22])=[CH:17][C:16]=2[C:25]([F:28])([F:27])[F:26])[C:6]=1[CH3:29].C1COCC1.[OH-].[Na+]>CO>[CH3:24][S:21]([C:18]1[CH:19]=[CH:20][C:15]([CH2:14][N:7]2[C:8]3[C:13](=[CH:12][CH:11]=[CH:10][CH:9]=3)[C:5]([CH2:4][C:3]([OH:30])=[O:2])=[C:6]2[CH3:29])=[C:16]([C:25]([F:28])([F:27])[F:26])[CH:17]=1)(=[O:23])=[O:22] |f:2.3|. Procedure details: To a stirring solution of [1-(4-methanesulfonyl-2-trifluoromethyl-benzyl)-2-methyl-1H-indol-3-yl]-acetic acid methyl ester (440 mg, 1.0 mmol) in 1:1 THF:MeOH (20 ml) at room temperature, is added 1N NaOH aq (5 ml). The reaction mixture is stirred at room temperature for 16 h. The reaction mixture is evaporated in vacuo, diluted with water (10 ml) and acidified to acidic pH with 6N HCl aq. The precipitated product is collected by filtration and recrystallised from 1:3 isopropyl alcohol:water. The...